The task is: describe an organic reaction: reactants, conditions, products, and yield. This data is from the Open Reaction Database (ORD), a public repository of structured organic reaction records. The reactants are BrC=1C(=C(/C=C/C2=CC=C(C=C2)NS(=O)(=O)C)C=C(C1)N1C(NC(C=C1)=O)=O)OC ((E)-N-(4-(3-bromo-5-(2,4-dioxo-3,4-dihydropyrimidin-1(2H)-yl)-2-methoxystyryl)phenyl)methanesulfonamide), S1C(=CC=C1)B(O)O (thiophen-2-ylboronic acid), P(=O)([O-])([O-])[O-].[K+].[K+].[K+] (potassium phosphate). The reagents and catalysts are [Pd](Cl)Cl.C(C)(C)(C)P([C-]1C=CC=C1)C(C)(C)C.[C-]1(C=CC=C1)P(C(C)(C)C)C(C)(C)C.[Fe+2] (1,1′-bis(di-tert-butylphosphino)ferrocene palladium dichloride). Run in C1CCOC1 (THF), O (water). Conditions: temperature 50 celsius. Yields the product O=C1N(C=CC(N1)=O)C=1C=C(C(=C(/C=C/C2=CC=C(C=C2)NS(=O)(=O)C)C1)OC)C=1SC=CC1 ((E)-N-(4-(5-(2,4-dioxo-3,4-dihydropyrimidin-1(2H)-yl)-2-methoxy-3-(thiophen-2-yl)styryl)phenyl)methanesulfonamide). Isolated yield 50.0%. Reaction SMILES: Br[C:2]1[C:3]([O:29][CH3:30])=[C:4]([CH:18]=[C:19]([N:21]2[CH:26]=[CH:25][C:24](=[O:27])[NH:23][C:22]2=[O:28])[CH:20]=1)/[CH:5]=[CH:6]/[C:7]1[CH:12]=[CH:11][C:10]([NH:13][S:14]([CH3:17])(=[O:16])=[O:15])=[CH:9][CH:8]=1.[S:31]1[CH:35]=[CH:34][CH:33]=[C:32]1B(O)O.P([O-])([O-])([O-])=O.[K+].[K+].[K+]>C1COCC1.O.[Pd](Cl)Cl.C(P(C(C)(C)C)[C-]1C=CC=C1)(C)(C)C.[C-]1(P(C(C)(C)C)C(C)(C)C)C=CC=C1.[Fe+2]>[O:28]=[C:22]1[NH:23][C:24](=[O:27])[CH:25]=[CH:26][N:21]1[C:19]1[CH:20]=[C:2]([C:32]2[S:31][CH:35]=[CH:34][CH:33]=2)[C:3]([O:29][CH3:30])=[C:4]([CH:18]=1)/[CH:5]=[CH:6]/[C:7]1[CH:12]=[CH:11][C:10]([NH:13][S:14]([CH3:17])(=[O:16])=[O:15])=[CH:9][CH:8]=1 |f:2.3.4.5,8.9.10.11|. Reported procedure: To a 5 ml microwave tube was added the product from Example 15, Part D (40 mg, 0.081 mmol), thiophen-2-ylboronic acid (10.40 mg, 0.081 mmol), 1,1′-bis(di-tert-butylphosphino)ferrocene palladium dichloride (2.65 mg, 4.06 μmol) and potassium phosphate (34.5 mg, 0.162 mmol) in THF (3.0 ml) and water (1.0 ml). The vessel was sealed and the mixture was sparged by nitrogen for 5 min and heated at 50° C. for 3 h. The mixture was partitioned with ethyl acetate and 1M HCl. The organic layer was washed wi... Starting materials: [N+](=O)([O-])C1=CC=C(COC(C(O)N2C([C@@H]([C@H]2SC(C)=O)OC(COC2=CC=CC=C2)=O)=O)=O)C=C1 (2-[(3S,4R)-4-acetylthio-3-phenoxyacetoxy-2-oxoazetidin-1-yl]-2-hydroxyacetic acid p-nitrobenzyl ester), S(=O)(Cl)Cl (thionyl chloride), poly-Hunig base. Run in O1CCOCC1 (dioxan), O1CCOCC1 (dioxan), O1CCOCC1 (dioxan). Reaction conditions: time 30 minute. Yields the product [N+](=O)([O-])C1=CC=C(COC(C(Cl)N2C([C@@H]([C@H]2SC(C)=O)OC)=O)=O)C=C1 (2-[(3S,4R)-4-acetylthio-3-methoxy-2-oxoazetidin-1-yl]-2-chloroacetic acid p-nitrobenzyl ester). Reaction SMILES: [N+:1]([C:4]1[CH:35]=[CH:34][C:7]([CH2:8][O:9][C:10](=[O:33])[CH:11]([N:13]2[C@H:16]([S:17][C:18](=[O:20])[CH3:19])[C@@H:15]([O:21][C:22](=O)COC3C=CC=CC=3)[C:14]2=[O:32])O)=[CH:6][CH:5]=1)([O-:3])=[O:2].S(Cl)([Cl:38])=O>O1CCOCC1>[N+:1]([C:4]1[CH:35]=[CH:34][C:7]([CH2:8][O:9][C:10](=[O:33])[CH:11]([N:13]2[C@H:16]([S:17][C:18](=[O:20])[CH3:19])[C@@H:15]([O:21][CH3:22])[C:14]2=[O:32])[Cl:38])=[CH:6][CH:5]=1)([O-:3])=[O:2]. Procedure details: A suspension of 2 g of poly-Hunig base in 8 ml of dioxan is stirred at room temperature for 30 minutes, a solution of 962 mg of 2-[(3S,4R)-4-acetylthio-3-phenoxyacetoxy-2-oxoazetidin-1-yl]-2-hydroxyacetic acid p-nitrobenzyl ester in 10 ml of dioxan is added, then a solution of 0.38 ml of thionyl chloride in 8 ml of dioxan is added slowly. The mixture is stirred for 2 hours at room temperature, the poly-H/e,uml/u/ nig base is filtered off and the filtrate is concentrated by evaporation in vacuo. ...